From a dataset of the Open Reaction Database (ORD), a public repository of structured organic reaction records. describe an organic reaction: reactants, conditions, products, and yield The reagents and catalysts are [Cl-].C[N+](C)(C)C (tetramethyl ammonium chloride). Procedure details: Into a 1 l glass reactor equipped with a condenser, 251.0 g (1 mol) of isopropyl 2,4-dichloro-5-fluorobenzoate, 87 g (1.5 mol) of spray-dried potassium fluoride, 25.1 g of tetramethyl ammonium chloride and 500 g of sulforane were charged and reacted at 150° C. for 9 hours under vigorous stirring. After cooling, the inorganic salt was removed by filtration, and the filtrate was distilled under reduced pressure to obtain 199.8 g (yield: 85.2%) of isopropyl 2-chloro-4,5-difluorobenzoate. This compo... Isolated yield 85.2%. RXN SMILES: [Cl:1][C:2]1[CH:13]=[C:12](Cl)[C:11]([F:15])=[CH:10][C:3]=1[C:4]([O:6][CH:7]([CH3:9])[CH3:8])=[O:5].[F-:16].[K+]>[Cl-].C[N+](C)(C)C>[Cl:1][C:2]1[CH:13]=[C:12]([F:16])[C:11]([F:15])=[CH:10][C:3]=1[C:4]([O:6][CH:7]([CH3:9])[CH3:8])=[O:5] |f:1.2,3.4|. Starting materials: ClC1=C(C(=O)OC(C)C)C=C(C(=C1)Cl)F (isopropyl 2,4-dichloro-5-fluorobenzoate), [F-].[K+] (potassium fluoride). Product: ClC1=C(C(=O)OC(C)C)C=C(C(=C1)F)F (isopropyl 2-chloro-4,5-difluorobenzoate).